Dataset: the Open Reaction Database (ORD), a public repository of structured organic reaction records. Task: describe an organic reaction: reactants, conditions, products, and yield Reactants: [H-].[Na+] (sodium hydride), FC=1C=C(C=CC1)Cl (3-fluoro-chlorobenzene), N=1NC(N2C3=C(OC4=C(C21)C=CC=C4)C=CC=C3)=O (dibenzo[b,f][1,2,4]triazolo[4,3-d][1,4]-oxazepin-3(2H)-one), [H][H] (hydrogen). Run in O (water), CN(C=O)C (dimethylformamide), CN(C=O)C (dimethylformamide). Conditions: time 3 hour. Product: ClC=1C=C(C=CC1)N1N=C2N(C3=C(OC4=C2C=CC=C4)C=CC=C3)C1=O (2-(3-Chlorophenyl)dibenzo[b,f][1,2,4]triazolo[4,3-d][1,4]-oxazepin-3(2H)-on). Reaction SMILES: [H-].[Na+].[N:3]1[NH:4][C:5](=[O:21])[N:6]2[C:12]=1[C:11]1[CH:13]=[CH:14][CH:15]=[CH:16][C:10]=1[O:9][C:8]1[CH:17]=[CH:18][CH:19]=[CH:20][C:7]2=1.[H][H].F[C:25]1[CH:26]=[C:27]([Cl:31])[CH:28]=[CH:29][CH:30]=1>O.CN(C)C=O>[Cl:31][C:27]1[CH:26]=[C:25]([N:4]2[C:5](=[O:21])[N:6]3[C:7]4[CH:20]=[CH:19][CH:18]=[CH:17][C:8]=4[O:9][C:10]4[CH:16]=[CH:15][CH:14]=[CH:13][C:11]=4[C:12]3=[N:3]2)[CH:30]=[CH:29][CH:28]=1 |f:0.1|. Reported procedure: To a stirred suspension of 1.12 g. (0.025 mole) of a 57% mineral oil dispersion of sodium hydride in 20 ml. of dry dimethylformamide is added a solution of 4.25 g. (0.017 mole) of dibenzo[b,f][1,2,4]triazolo[4,3-d][1,4]-oxazepin-3(2H)-one in 10 ml. of dry dimethylformamide at a rate so as to maintain the temperature of the reaction mixture at Ca. 32°-35° and to maintain a steady evolution of H2. After the addition is complete, the mixture is heated to about 50° until the evolution of hydrogen ce... Starting materials: [OH-].[Na+] (sodium hydroxide), CI (Methyl iodide), C(C)O (ethanol), C(C)O (ethanol), SC=1N=NC(=C(N1)C1=CC=C(C=C1)OC)C1=CC=C(C=C1)OC (3-mercapto-5,6-bis(4-methoxyphenyl)-1,2,4-triazine). The solvent is O (water). Run at time 3 hour. Yields the product CSC=1N=NC(=C(N1)C1=CC=C(C=C1)OC)C1=CC=C(C=C1)OC (3-Methylthio-5,6-bis(4-methoxyphenyl)-1,2,4-triazine). RXN SMILES: [OH-].[Na+].[CH2:3](O)C.[SH:6][C:7]1[N:8]=[N:9][C:10]([C:21]2[CH:26]=[CH:25][C:24]([O:27][CH3:28])=[CH:23][CH:22]=2)=[C:11]([C:13]2[CH:18]=[CH:17][C:16]([O:19][CH3:20])=[CH:15][CH:14]=2)[N:12]=1.CI>O>[CH3:3][S:6][C:7]1[N:8]=[N:9][C:10]([C:21]2[CH:26]=[CH:25][C:24]([O:27][CH3:28])=[CH:23][CH:22]=2)=[C:11]([C:13]2[CH:14]=[CH:15][C:16]([O:19][CH3:20])=[CH:17][CH:18]=2)[N:12]=1 |f:0.1|. Procedure details: Eight grams (0.20 mole) of sodium hydroxide were dissolved in 600 ml. of ethanol by warming. The basic solution was cooled to room temperature and 67.0 grams (0.20 mole) of 3-mercapto-5,6-bis(4-methoxyphenyl)-1,2,4-triazine were added. Methyl iodide, 67 g. (0.47 mole), was added to the reaction mixture and the mixture immediately became a slurry. Three hundred milliliters of ethanol were added to the slurry and stirring was continued for about 3 hours. One hundred milliliters of water were added... Reactants: CC(C)(C)[O-], CS(C)=O, Cl, N#Cc1ccccc1F, [K+], Nc1cncnc1, O. Yields the product N#Cc1ccccc1Nc1cncnc1. RXN SMILES: [CH3:1][C:2]([CH3:3])([O-:4])[CH3:5].[CH3:25][S:26](=[O:27])[CH3:28].[ClH:23].[F:14][c:15]1[c:16]([C:17]#[N:18])[cH:19][cH:20][cH:21][cH:22]1.[K+:6].[NH2:7][c:8]1[cH:9][n:10][cH:11][n:12][cH:13]1.[OH2:24]>>[NH:7]([c:8]1[cH:9][n:10][cH:11][n:12][cH:13]1)[c:15]1[c:16]([C:17]#[N:18])[cH:19][cH:20][cH:21][cH:22]1. The reactants are N([C@@H](CC(C)C)[C@@H](O)CC(=O)O)C(=O)OCC1=CC=CC=C1 (Z-Sta-OH), N[C@@H]([C@@H](C)CC)C(=O)N[C@@H](CC1=CNC=N1)C(=O)N[C@@H](CCCCNC(=O)OC(C)(C)C)C(=O)OC (H-Ile-His-Lys(Boc)-OMe), C=1C=CC2=C(C1)N=NN2O (HOBt), C1CCC(CC1)N=C=NC2CCCCC2 (DCCI). The solvent is CN(C)C=O (DMF), O (H2O). Conditions: time 20 hour. The product is N([C@@H](CC(C)C)[C@@H](O)CC(=O)N[C@@H]([C@@H](C)CC)C(=O)N[C@@H](CC1=CNC=N1)C(=O)N[C@@H](CCCCNC(=O)OC(C)(C)C)C(=O)OC)C(=O)OCC1=CC=CC=C1 (Z-Sta-Ile-His-Lys(Boc)-OMe). Reaction SMILES: [NH:1]([C:13]([O:15][CH2:16][C:17]1[CH:22]=[CH:21][CH:20]=[CH:19][CH:18]=1)=[O:14])[C@H:2]([C@H:7]([CH2:9][C:10]([OH:12])=O)[OH:8])[CH2:3][CH:4]([CH3:6])[CH3:5].[NH2:23][C@H:24]([C:29]([NH:31][C@H:32]([C:39]([NH:41][C@H:42]([C:55]([O:57][CH3:58])=[O:56])[CH2:43][CH2:44][CH2:45][CH2:46][NH:47][C:48]([O:50][C:51]([CH3:54])([CH3:53])[CH3:52])=[O:49])=[O:40])[CH2:33][C:34]1[N:38]=[CH:37][NH:36][CH:35]=1)=[O:30])[C@H:25]([CH2:27][CH3:28])[CH3:26].C1C=CC2N(O)N=NC=2C=1.C1CCC(N=C=NC2CCCCC2)CC1>CN(C=O)C.O>[NH:1]([C:13]([O:15][CH2:16][C:17]1[CH:22]=[CH:21][CH:20]=[CH:19][CH:18]=1)=[O:14])[C@H:2]([C@H:7]([CH2:9][C:10]([NH:23][C@H:24]([C:29]([NH:31][C@H:32]([C:39]([NH:41][C@H:42]([C:55]([O:57][CH3:58])=[O:56])[CH2:43][CH2:44][CH2:45][CH2:46][NH:47][C:48]([O:50][C:51]([CH3:52])([CH3:53])[CH3:54])=[O:49])=[O:40])[CH2:33][C:34]1[N:38]=[CH:37][NH:36][CH:35]=1)=[O:30])[C@H:25]([CH2:27][CH3:28])[CH3:26])=[O:12])[OH:8])[CH2:3][CH:4]([CH3:5])[CH3:6]. Procedure details: 900 mg of Z-Sta-OH (for manufacture see stage 1.12), 1.24 g of H-Ile-His-Lys(Boc)-OMe and 560 mg of HOBt×H2O are dissolved in 13 ml of DMF. After the addition of 600 mg of DCCI, the whole is left to stand at room temperature for 20 hours, then the DCH which has crystallised out is filtered off and the filtrate is concentrated to dryness. The greasy residue is triturated at 0° with 30 ml of diisopropyl ether, the solvent is decanted and the residue is dried. Purification is carried out by Craig p...